The task is: describe an organic reaction: reactants, conditions, products, and yield. This data is from the Open Reaction Database (ORD), a public repository of structured organic reaction records. Starting materials: COC1=CC=C2C(C(NC2=C1)=O)=O (6-methoxy-isatin), BrCCC1CCCCC1 (1-Bromo-2-cyclohexylethane), Substituted 2-Phenyl-4H-3,1-benzoxazin-4-ones. The product is C1(CCCCC1)CCN1C(=O)C(=O)C2=CC=C(C=C12)OC (1-(2-cyclohexylethyl)-6-methoxy-isatin). As a reaction SMILES: [CH3:1][O:2][C:3]1[CH:11]=[C:10]2[C:6]([C:7](=[O:13])[C:8](=[O:12])[NH:9]2)=[CH:5][CH:4]=1.Br[CH2:15][CH2:16][CH:17]1[CH2:22][CH2:21][CH2:20][CH2:19][CH2:18]1>>[CH:17]1([CH2:16][CH2:15][N:9]2[C:10]3[C:6](=[CH:5][CH:4]=[C:3]([O:2][CH3:1])[CH:11]=3)[C:7](=[O:13])[C:8]2=[O:12])[CH2:22][CH2:21][CH2:20][CH2:19][CH2:18]1. Reported procedure: The title compound was prepared as a red solid, using 6-methoxy-isatin prepared as described in Pavlidis et al. and 1-Bromo-2-cyclohexylethane following Method B. Pavlidis, V. H., et al., The Synthesis of a Novel Series of Substituted 2-Phenyl-4H-3,1-benzoxazin-4-ones, Synthetic Communications, 1994, 24:4, 533-548. Starting materials: CSC=1C=C(C=CC1)N=C=O (3-methylthiophenyl isocyanate), ClCC(CNC1=CC=CC=C1)C (N-(3-chloro-2-methylpropyl)aniline), [OH-].[K+] (potassium hydroxide). Reagents/catalysts: [Br-].C(CCC)[N+](CCCC)(CCCC)CCCC (tetrabutyl ammonium bromide). The solvent is C1(=CC=CC=C1)C (toluene). Conditions: time 1 hour. Product: CC1CN(C(N(C1)C1=CC(=CC=C1)SC)=O)C1=CC=CC=C1 (5-methyl-1-(3-methylthiophenyl)-3-phenyl-tetrahydro-2-pyrimidinone). The yield is 65.1%. RXN SMILES: Cl[CH2:2][CH:3]([CH3:12])[CH2:4][NH:5][C:6]1[CH:11]=[CH:10][CH:9]=[CH:8][CH:7]=1.[CH3:13][S:14][C:15]1[CH:16]=[C:17]([N:21]=[C:22]=[O:23])[CH:18]=[CH:19][CH:20]=1.[OH-].[K+]>C1(C)C=CC=CC=1.[Br-].C([N+](CCCC)(CCCC)CCCC)CCC>[CH3:12][CH:3]1[CH2:2][N:21]([C:17]2[CH:18]=[CH:19][CH:20]=[C:15]([S:14][CH3:13])[CH:16]=2)[C:22](=[O:23])[N:5]([C:6]2[CH:11]=[CH:10][CH:9]=[CH:8][CH:7]=2)[CH2:4]1 |f:2.3,5.6|. Procedure: 18.4 g of N-(3-chloro-2-methylpropyl)aniline was dissolved in 120 ml of toluene, and 16.5 g of 3-methylthiophenyl isocyanate was added at room temperature. Then, the mixture was stirred at 40° to 50° C. for 1 hour. A catalytic amount (0.2 g) of tetrabutyl ammonium bromide was then added. While maintaining the temperature of the mixture at 30° to 40° C., 34 g of a 50% by weight aqueous solution of potassium hydroxide was added dropwise to the mixture. After the addition, the mixture was well stir... Starting materials: CC(C)(C)NC[C@@H](COC=1C=CC=C2C1CCCC2=O)O (levobunolol), CC(C)(C)NC[C@H](COC=1C=CC=C2C1CCCC2=O)O (bunolol), C(C)(C)(C)N (tert-butylamine), OC1=C2CCCC(C2=CC=C1)=O (5-hydroxy-3,4-dihydro-1(2H)-naphthalenone), C(Cl)[C@H]1CO1 ((R)-(-)epichlorhydrine). The product is O1[C@H](COC2=C3CCCC(C3=CC=C2)=O)C1.O1CC1 (oxirane (S)-5-(2,3-epoxypropoxy)-3,4-dihydro-1-(2H)-naphthalenone). RXN SMILES: CC(N[CH2:6][C@H:7]([OH:21])[CH2:8][O:9][C:10]1[CH:11]=[CH:12][CH:13]=[C:14]2[C:19](=[O:20])[CH2:18][CH2:17][CH2:16][C:15]=12)(C)C.CC(NC[C@@H](O)COC1C=CC=[C:35]2[C:40](=[O:41])CCCC=12)(C)C.C(N)(C)(C)C.OC1C=CC=C2C=1CCCC2=O.C([C@@H]1OC1)Cl>>[O:21]1[CH2:6][C@H:7]1[CH2:8][O:9][C:10]1[CH:11]=[CH:12][CH:13]=[C:14]2[C:15]=1[CH2:16][CH2:17][CH2:18][C:19]2=[O:20].[O:41]1[CH2:40][CH2:35]1 |f:5.6|. Procedure details: The invention relates to a new, industrially advantageous, process for the preparation of the known beta-adrenergic blocking agent, levobunolol, not requiring resolution of racemic bunolol, based on the enantioselective synthesis of an oxiranic intermediate which is then reacted with tert-butylamine. It consists of reacting 5-hydroxy-3,4-dihydro-1(2H)-naphthalenone with (R)-(-)epichlorhydrine in an aprotic solvent, in the presence of a strong base at a temperature of over 90° C., thus obtaining ... The reactants are CC=1N=C2N(N=C(C=C2C(CC)=O)C)C1C=1SC(=CC1C)C1=NC(=CC=C1)C (1-{2,6-dimethyl-3-[3-methyl-5-(6-methyl-pyridin-2-yl)-thiophen-2-yl]-imidazo[1,2-b]pyridazin-8-yl}-propan-1-one), CCOCC (Et2O), C(C)[Mg]Br (ethyl magnesium bromide). The solvent is CCOC(=O)C (EtOAc). Product: CC=1N=C2N(N=C(C=C2C(CC)(CC)O)C)C1C=1SC(=CC1C)C1=NC(=CC=C1)C (3-{2,6-Dimethyl-3-[3-methyl-5-(6-methyl-pyridin-2-yl)-thiophen-2-yl]-imidazo[1,2-b]pyridazin-8-yl}-pentan-3-ol). The yield is 37.0%. As a reaction SMILES: [CH3:1][C:2]1[N:3]=[C:4]2[C:9]([C:10](=[O:13])[CH2:11][CH3:12])=[CH:8][C:7]([CH3:14])=[N:6][N:5]2[C:15]=1[C:16]1[S:17][C:18]([C:22]2[CH:27]=[CH:26][CH:25]=[C:24]([CH3:28])[N:23]=2)=[CH:19][C:20]=1[CH3:21].[CH3:29][CH2:30]OCC.C([Mg]Br)C>CCOC(C)=O>[CH3:1][C:2]1[N:3]=[C:4]2[C:9]([C:10]([OH:13])([CH2:29][CH3:30])[CH2:11][CH3:12])=[CH:8][C:7]([CH3:14])=[N:6][N:5]2[C:15]=1[C:16]1[S:17][C:18]([C:22]2[CH:27]=[CH:26][CH:25]=[C:24]([CH3:28])[N:23]=2)=[CH:19][C:20]=1[CH3:21]. Procedure: To a −0° C. solution of 1-{2,6-dimethyl-3-[3-methyl-5-(6-methyl-pyridin-2-yl)-thiophen-2-yl]-imidazo[1,2-b]pyridazin-8-yl}-propan-1-one (0.040 g, 0.10 mmol) and Et2O (5 mL) is added 3.0 M ethyl magnesium bromide (0.68 mL, 2.05 mmol). The solution is warmed to ambient temperature, diluted with EtOAc (30 mL) washed with sat. NH4Cl (20 mL), dried over MgSO4, filtered and concentrated. The residue is purified by ISCO column chromatography (20%-30% EtOAc/hexane gradient) furnish the title compound (0... The reactants are C1(=CC=CC=C1)C(=C)O[Si](C)(C)C (1-phenyl-1-(trimethylsilyloxy)ethylene), diethyl ester, COC1=C(C=CC=C1)SC(C(=O)O)C(=O)O ([(2-methoxyphenyl)thio]propanedioic acid). Product: OC1=C(C(OC(=C1)C1=CC=CC=C1)=O)SC1=C(C=CC=C1)OC (4-Hydroxy-3-[(2-methoxyphenyl)thio]-6-phenyl-2H-pyran-2-one). Reaction SMILES: [C:1]1([C:7]([O:9][Si](C)(C)C)=[CH2:8])[CH:6]=[CH:5][CH:4]=[CH:3][CH:2]=1.[CH3:14][O:15][C:16]1[CH:21]=[CH:20][CH:19]=[CH:18][C:17]=1[S:22][CH:23]([C:27](O)=[O:28])[C:24](O)=[O:25]>>[OH:28][C:27]1[CH:8]=[C:7]([C:1]2[CH:6]=[CH:5][CH:4]=[CH:3][CH:2]=2)[O:9][C:24](=[O:25])[C:23]=1[S:22][C:17]1[CH:18]=[CH:19][CH:20]=[CH:21][C:16]=1[O:15][CH3:14]. Procedure: The title compound was prepared by Method A using 1-phenyl-1-(trimethylsilyloxy)ethylene (1.95 g, 10.14 mmol) and diethyl ester of [(2-methoxyphenyl)thio]propanedioic acid (1.51 g, 5.07 mmol). m.p.208-209° C.; 1H NMR (400 MHz, DMSO-d6) δ3.83 (s, 3H), 6.74 (dd, 1H), 6.82 (d, 1H), 6.86 (s, 1H), 6.97 (d, 1H), 7.08 (t, 1H), 7.56 (m, 3H), 7.86 (m, 2H). Starting materials: O=C([O-])[O-], CC#N, Clc1ccc(CC2CO2)cc1, [K+], [K+], c1nc[nH]n1. Product: OC(Cc1ccc(Cl)cc1)Cn1cncn1. Reaction SMILES: [C:1](=[O:2])([O-:3])[O-:4].[CH3:23][C:24]#[N:25].[Cl:12][c:13]1[cH:14][cH:15][c:16]([CH2:19][CH:20]2[CH2:21][O:22]2)[cH:17][cH:18]1.[K+:5].[K+:6].[nH:7]1[n:8][cH:9][n:10][cH:11]1>>[n:7]1([CH2:21][CH:20]([CH2:19][c:16]2[cH:15][cH:14][c:13]([Cl:12])[cH:18][cH:17]2)[OH:22])[n:8][cH:9][n:10][cH:11]1. Reaction SMILES: [Cl:34][CH2:35][Cl:36].[F:1][c:2]1[cH:3][c:4]([NH2:5])[cH:6][cH:7][c:8]1[CH2:9][c:10]1[c:11]2[c:12]([n:13][cH:14][cH:15]1)[n:16]([CH2:19][O:20][CH2:21][CH2:22][Si:23]([CH3:24])([CH3:25])[CH3:26])[cH:17][cH:18]2.[OH:27][C:28]([C:29]([F:30])([F:31])[F:32])=[O:33]>>[F:1][c:2]1[cH:3][c:4]([NH2:5])[cH:6][cH:7][c:8]1[CH2:9][c:10]1[c:11]2[c:12]([n:13][cH:14][cH:15]1)[nH:16][cH:17][cH:18]2. Starting materials: ClCCl, C[Si](C)(C)CCOCn1ccc2c(Cc3ccc(N)cc3F)ccnc21, O=C(O)C(F)(F)F. Yields the product Nc1ccc(Cc2ccnc3[nH]ccc23)c(F)c1. Product: methanolic solution, C(C(C=C)O)O (3-butene-1,2-diol), O=CC(O)CO (glyceraldehyde). Procedure details: A 1 M methanolic solution of 3-butene-1,2-diol (ex Eastman) was prepared in a volumetric 1-l flask. From this flask, 1.10 ml/min of the solution were continuously fed to the ozonolysis reactor, which was the same as in Example 1. Ozone and the dihydroxybutene solution were dosed to the bottom of the tube and conducted through the reactor in a co-current operation. The temperature of the jacket cooler was adjusted to −1° C., at which the temperature of the first compartment did not rise above 12°... As a reaction SMILES: [O:1]=[O+][O-].[OH:4][C:5]([OH:9])=[CH:6][CH2:7][CH3:8].[H][H].[CH3:12][OH:13]>[Pd]>[CH2:5]([OH:4])[CH:6]([OH:13])[CH:7]=[CH2:8].[O:13]=[CH:12][CH:6]([CH2:5][OH:9])[OH:1]. The yield is 77.0%. Reagents/catalysts: [Pd] (palladium). The reactants are CO (methanol), OC(=CCC)O (dihydroxybutene), O=[O+][O-] (ozone), O=[O+][O-] (Ozone), [H][H] (hydrogen). Run at time 342 minute.